From a dataset of the Open Reaction Database (ORD), a public repository of structured organic reaction records. describe an organic reaction: reactants, conditions, products, and yield The reactants are COC1=C(CC2NCCC3=C(C=CC(=C23)OC)OC)C=C(C=C1)OC (1-(2,5-Dimethoxy-benzyl)-5,8-dimethoxy-1,2,3,4-tetrahydroisoquinoline), BrCC(=O)Br (2-bromoacetyl bromide), N1=C(C=CC=C1)CN (2-picolylamine). Yields the product COC1=C(CC2N(CCC3=C(C=CC(=C23)OC)OC)CC(=O)NCC2=NC=CC=C2)C=C(C=C1)OC (2-[1-(2,5-Dimethoxy-benzyl)-5,8-dimethoxy-3,4-dihydro-1H-isoquinolin-2-yl]-N-(pyridin-2-yl-methyl)-acetamide). As a reaction SMILES: [CH3:1][O:2][C:3]1[CH:23]=[CH:22][C:21]([O:24][CH3:25])=[CH:20][C:4]=1[CH2:5][CH:6]1[C:15]2[C:10](=[C:11]([O:18][CH3:19])[CH:12]=[CH:13][C:14]=2[O:16][CH3:17])[CH2:9][CH2:8][NH:7]1.Br[CH2:27][C:28](Br)=[O:29].[N:31]1[CH:36]=[CH:35][CH:34]=[CH:33][C:32]=1[CH2:37][NH2:38]>>[CH3:1][O:2][C:3]1[CH:23]=[CH:22][C:21]([O:24][CH3:25])=[CH:20][C:4]=1[CH2:5][CH:6]1[C:15]2[C:10](=[C:11]([O:18][CH3:19])[CH:12]=[CH:13][C:14]=2[O:16][CH3:17])[CH2:9][CH2:8][N:7]1[CH2:27][C:28]([NH:38][CH2:37][C:32]1[CH:33]=[CH:34][CH:35]=[CH:36][N:31]=1)=[O:29]. Reported procedure: prepared by reaction of 1-(2,5-Dimethoxy-benzyl)-5,8-dimethoxy-1,2,3,4-tetrahydroisoquinoline and 2-bromoacetyl bromide with 2-picolylamine Reactants: N1=CC=CC2=CC(=CC=C12)C(=O)Cl (6-quinolylcarbonyl chloride), NC=1C=C(C(=O)NC2=CC(=CC=C2)N2CCOCC2)C=CC1C (3-amino-4-methyl-N-(3-morpholinophenyl)benzamide). The product is CC1=C(C=C(C(=O)NC2=CC(=CC=C2)N2CCOCC2)C=C1)NC(=O)C=1C=C2C=CC=NC2=CC1 (4-methyl-N-(3-morpholinophenyl)-3-(6-quinolylcarbonylamino)benzamide). RXN SMILES: [N:1]1[C:10]2[C:5](=[CH:6][C:7]([C:11](Cl)=[O:12])=[CH:8][CH:9]=2)[CH:4]=[CH:3][CH:2]=1.[NH2:14][C:15]1[CH:16]=[C:17]([CH:33]=[CH:34][C:35]=1[CH3:36])[C:18]([NH:20][C:21]1[CH:26]=[CH:25][CH:24]=[C:23]([N:27]2[CH2:32][CH2:31][O:30][CH2:29][CH2:28]2)[CH:22]=1)=[O:19]>>[CH3:36][C:35]1[CH:34]=[CH:33][C:17]([C:18]([NH:20][C:21]2[CH:26]=[CH:25][CH:24]=[C:23]([N:27]3[CH2:32][CH2:31][O:30][CH2:29][CH2:28]3)[CH:22]=2)=[O:19])=[CH:16][C:15]=1[NH:14][C:11]([C:7]1[CH:6]=[C:5]2[C:10](=[CH:9][CH:8]=1)[N:1]=[CH:2][CH:3]=[CH:4]2)=[O:12]. Procedure details: Using an analogous procedure to that described in Example 1, 6-quinolylcarbonyl chloride was reacted with 3-amino-4-methyl-N-(3-morpholinophenyl)benzamide to give the title compound; NMR Spectrum: (DMSOd6) 2.35 (s, 3H), 3.0-3.1 (m, 4H), 3.65-3.75 (m, 4H), 6.65-6.7 (m, 1H), 7.17 (t, 1H), 7.3-7.35 (m, 1H), 7.38-7.48 (m, 2H), 7.6-7.7 (m, 1H), 7.8-7.85 (m, 1H), 8.0 (s, 1H), 8.1-8.15 (m, 1H), 8.3-8.35 (m, 1H), 8.5-8.55 (m, 1H), 8.7 (s, 1H), 8.98-9.02 (m, 1H), 10.0-10.1 (br s, 1H), 10.25-10.35 (br s, ... Starting materials: CC1CC(=O)NN=C1c1cccc(OCCN)c1, OC1=Nc2cccc(OCC3CO3)c2CC1. The product is CC1CC(=O)NN=C1c1cccc(OCCNCC(O)COc2cccc3c2CCC(O)=N3)c1. RXN SMILES: [NH2:17][CH2:18][CH2:19][O:20][c:21]1[cH:22][c:23]([C:27]2=[N:32][NH:31][C:30](=[O:33])[CH2:29][CH:28]2[CH3:34])[cH:24][cH:25][cH:26]1.[OH:1][C:2]1=[N:3][c:4]2[cH:5][cH:6][cH:7][c:8]([O:12][CH2:13][CH:14]3[CH2:15][O:16]3)[c:9]2[CH2:10][CH2:11]1>>[OH:1][C:2]1=[N:3][c:4]2[cH:5][cH:6][cH:7][c:8]([O:12][CH2:13][CH:14]([CH2:15][NH:17][CH2:18][CH2:19][O:20][c:21]3[cH:22][c:23]([C:27]4=[N:32][NH:31][C:30](=[O:33])[CH2:29][CH:28]4[CH3:34])[cH:24][cH:25][cH:26]3)[OH:16])[c:9]2[CH2:10][CH2:11]1. The reactants are S1C2=C(C=C1)C=CC=C2 (Benzo[b]thiophene), C1CCOC1 (THF), C(CCC)[Li] (n-Butyl lithium). Reaction conditions: temperature -78 celsius, time 1.5 hour. Yields the product C1(CC1)C(O)C1=CC2=C(S1)C=CC=C2 (Cyclopropyl benzo[b]thien-2-yl carbinol). Reaction SMILES: [S:1]1[CH:5]=[CH:4][C:3]2[CH:6]=[CH:7][CH:8]=[CH:9][C:2]1=2.C([Li])CCC.[CH2:15]1[CH2:19][O:18][CH2:17][CH2:16]1>>[CH:15]1([CH:19]([C:5]2[S:1][C:2]3[CH:9]=[CH:8][CH:7]=[CH:6][C:3]=3[CH:4]=2)[OH:18])[CH2:16][CH2:17]1. Procedure: Benzo[b]thiophene of formula II-1 (2.68 g) is added to THF (70 mL) and cooled to -78° C. n-Butyl lithium (1M in hexane, 20 mmol) is then added and the resulting solution stirred for 1.5 hours. The cooling bath is removed for 30 minutes and then cooled back to -78° C. Cyclopropylcarboxaldehyde (1.4 g) is then added in a single portion and the reaction quenched by adding a saturated NH4Cl solution. The reaction is extracted with ether, dried and solvent removed in vacuo to yield the title product ... Starting materials: FC1(CC(C1)(C1=CC=C(C=C1)C1=NC=2C=CN3C(C2C=C1C1=CC=CC=C1)=NN=C3O)NC(OC(C)(C)C)=O)F (tert-butyl {3,3-difluoro-1-[4-(3-hydroxy-9-phenyl[1,2,4]triazolo[3,4-f]-1,6-naphthyridin-8-yl)phenyl]cyclobutyl}carbamate), C(=O)(C(F)(F)F)O (TFA). Solvent: C(Cl)(Cl)Cl (CHCl3). Reaction conditions: time 1 hour. Yields the product NC1(CC(C1)(F)F)C1=CC=C(C=C1)C1=NC=2C=CN3C(C2C=C1C1=CC=CC=C1)=NN=C3O (8-[4-(1-amino-3,3-difluorocyclobutyl)phenyl]-9-phenyl[1,2,4]triazolo[3,4-f]-1,6-naphthyridin-3-ol). RXN SMILES: [F:1][C:2]1([F:40])[CH2:5][C:4]([NH:32]C(=O)OC(C)(C)C)([C:6]2[CH:11]=[CH:10][C:9]([C:12]3[C:21]([C:22]4[CH:27]=[CH:26][CH:25]=[CH:24][CH:23]=4)=[CH:20][C:19]4[C:18]5=[N:28][N:29]=[C:30]([OH:31])[N:17]5[CH:16]=[CH:15][C:14]=4[N:13]=3)=[CH:8][CH:7]=2)[CH2:3]1.C(O)(C(F)(F)F)=O>C(Cl)(Cl)Cl>[NH2:32][C:4]1([C:6]2[CH:7]=[CH:8][C:9]([C:12]3[C:21]([C:22]4[CH:27]=[CH:26][CH:25]=[CH:24][CH:23]=4)=[CH:20][C:19]4[C:18]5=[N:28][N:29]=[C:30]([OH:31])[N:17]5[CH:16]=[CH:15][C:14]=4[N:13]=3)=[CH:10][CH:11]=2)[CH2:5][C:2]([F:1])([F:40])[CH2:3]1. Reported procedure: To a mixture of tert-butyl {3,3-difluoro-1-[4-(3-hydroxy-9-phenyl[1,2,4]triazolo[3,4-f]-1,6-naphthyridin-8-yl)phenyl]cyclobutyl}carbamate (5-20) (11 mg, 0.021 mmol) in CHCl3 (0.5 mL) was added TFA (0.5 mL), and the mixture was stirred at room temperature for 1 hour. The solvent was concentrated under reduced pressure and the residue was purified by reverse phase column chromatography (Sunfire C18) eluting with 5 to 95% acetonitrile/(0.1% TFA/water) gradient. The appropriate fractions were free b... The reactants are N#Cc1ccc(N=C=O)c2c1CCCC2, Nc1ccc2c(ccc(=O)n2Cc2ccccc2)c1, N#Cc1ccc(N2C(=O)C3C(O)CCN3C2=O)c2c1CCCC2. The product is O=C1C2C(O)CCN2C(=O)N1c1ccc2c(ccc(=O)n2Cc2ccccc2)c1. As a reaction SMILES: [N:20]([c:21]1[c:22]2[c:27]([c:28]([C:29]#[N:30])[cH:31][cH:32]1)[CH2:26][CH2:25][CH2:24][CH2:23]2)=[C:33]=[O:34].[NH2:1][c:2]1[cH:3][c:4]2[cH:5][cH:6][c:7](=[O:19])[n:8]([CH2:12][c:13]3[cH:14][cH:15][cH:16][cH:17][cH:18]3)[c:9]2[cH:10][cH:11]1.[OH:35][CH:36]1[CH2:37][CH2:38][N:39]2[C:40](=[O:57])[N:41]([c:45]3[c:46]4[c:51]([c:52]([C:53]#[N:54])[cH:55][cH:56]3)[CH2:50][CH2:49][CH2:48][CH2:47]4)[C:42](=[O:44])[CH:43]12>>[N:1]1([c:2]2[cH:3][c:4]3[cH:5][cH:6][c:7](=[O:19])[n:8]([CH2:12][c:13]4[cH:14][cH:15][cH:16][cH:17][cH:18]4)[c:9]3[cH:10][cH:11]2)[C:40](=[O:57])[N:39]2[CH2:38][CH2:37][CH:36]([OH:35])[CH:43]2[C:42]1=[O:44]. The reactants are O=C(c1ccc(F)cc1)C(Br)CC(=O)N1CCCC1C(=O)O, CC([O-])=S, CCO, [K+]. Product: CC(=O)SC(CC(=O)N1CCCC1C(=O)O)C(=O)c1ccc(F)cc1. Reaction SMILES: [Br:1][CH:2]([CH2:3][C:4](=[O:5])[N:6]1[CH:7]([C:8](=[O:9])[OH:10])[CH2:11][CH2:12][CH2:13]1)[C:14]([c:15]1[cH:16][cH:17][c:18]([F:21])[cH:19][cH:20]1)=[O:22].[C:23]([CH3:24])(=[S:25])[O-:26].[CH3:28][CH2:29][OH:30].[K+:27]>>[CH:2]([CH2:3][C:4](=[O:5])[N:6]1[CH:7]([C:8](=[O:9])[OH:10])[CH2:11][CH2:12][CH2:13]1)([C:14]([c:15]1[cH:16][cH:17][c:18]([F:21])[cH:19][cH:20]1)=[O:22])[S:25][C:23]([CH3:24])=[O:26]. The reactants are NC(C1CN(CCC1)C(=O)OCC1=CC=CC=C1)C=1C2=C(N=CN1)N(C=C2)COCC[Si](C)(C)C (Benzyl 3-[amino(7-{[2-(trimethylsilyl)ethoxy]methyl}-7H-pyrrolo[2,3-d]pyrimidin-4-yl)methyl]piperidine-1-carboxylate), COC(N(C)C)OC (N,N-dimethylformamide dimethyl acetal). The product is C[Si](CCOCN1C=CC=2C=3N(C=NC21)C=NC3C3CN(CCC3)C(=O)OCC3=CC=CC=C3)(C)C (Benzyl 3-(7-{[2-(trimethylsilyl)ethoxy]methyl}-7H-imidazo[1,5-c]pyrrolo[3,2-e]pyrimidin-1-yl)piperidine-1-carboxylate). Reaction conditions: time 1.5 hour. Procedure details: Benzyl 3-[amino(7-{[2-(trimethylsilyl)ethoxy]methyl}-7H-pyrrolo[2,3-d]pyrimidin-4-yl)methyl]piperidine-1-carboxylate (63 mg, 0.13 mmol) in N,N-dimethylformamide dimethyl acetal (1 mL) was stirred at 170° C. for 30 minutes under microwave irradiation. The reaction mixture was allowed to cool to room temperature and concentrated under reduced pressure, and the resulting residue was dissolved in 1,3-dimethylimidazolidin-2-one (1 mL) and stirred at 230° C. for 1.5 hours under microwave irradiation. ... RXN SMILES: [NH2:1][CH:2]([C:19]1[C:20]2[CH:27]=[CH:26][N:25]([CH2:28][O:29][CH2:30][CH2:31][Si:32]([CH3:35])([CH3:34])[CH3:33])[C:21]=2[N:22]=[CH:23][N:24]=1)[CH:3]1[CH2:8][CH2:7][CH2:6][N:5]([C:9]([O:11][CH2:12][C:13]2[CH:18]=[CH:17][CH:16]=[CH:15][CH:14]=2)=[O:10])[CH2:4]1.[CH3:36]OC(OC)N(C)C>>[CH3:33][Si:32]([CH3:35])([CH3:34])[CH2:31][CH2:30][O:29][CH2:28][N:25]1[C:21]2[N:22]=[CH:23][N:24]3[CH:36]=[N:1][C:2]([CH:3]4[CH2:8][CH2:7][CH2:6][N:5]([C:9]([O:11][CH2:12][C:13]5[CH:14]=[CH:15][CH:16]=[CH:17][CH:18]=5)=[O:10])[CH2:4]4)=[C:19]3[C:20]=2[CH:27]=[CH:26]1.